Dataset: the Open Reaction Database (ORD), a public repository of structured organic reaction records. Task: describe an organic reaction: reactants, conditions, products, and yield Starting materials: Cc1cc(C)n(Cc2ccccc2)n1, CN(C)C=O, [Na+], [OH-], O, O=P(Cl)(Cl)Cl. Product: Cc1nn(Cc2ccccc2)c(C)c1C=O. Reaction SMILES: [CH2:1]([c:2]1[cH:3][cH:4][cH:5][cH:6][cH:7]1)[n:8]1[n:9][c:10]([CH3:14])[cH:11][c:12]1[CH3:13].[CH3:23][N:24]([CH:25]=[O:26])[CH3:27].[Na+:22].[OH-:21].[OH2:20].[P:15]([Cl:16])([Cl:17])([Cl:18])=[O:19]>>[CH2:1]([c:2]1[cH:3][cH:4][cH:5][cH:6][cH:7]1)[n:8]1[n:9][c:10]([CH3:14])[c:11]([CH:25]=[O:26])[c:12]1[CH3:13]. The reactants are C(C)(C)(C)OC(=O)N1CC(CC1)NC(=O)C=1SC=CC1NC1=C2C(=NC=C1)NC=C2 (3-{[3-(1H-Pyrrolo[2,3-b]pyridin-4-ylamino)-thiophene-2-carbonyl]-amino}-pyrrolidine-1-carboxylic acid tert-butyl ester), ClC=1C=C(CN)C=CC1 (3-chlorobenzylamine). Yields the product ClC=1C=C(CNC(=O)C=2SC=CC2NC2=C3C(=NC=C2)NC=C3)C=CC1 (3-(1H-Pyrrolo[2,3-b]pyridin-4-ylamino)-thiophene-2-carboxylic acid 3-chloro-benzylamide). As a reaction SMILES: C(OC(N1[CH2:12][CH2:11][CH:10]([NH:13][C:14]([C:16]2[S:17][CH:18]=[CH:19][C:20]=2[NH:21][C:22]2[CH:27]=[CH:26][N:25]=[C:24]3[NH:28][CH:29]=[CH:30][C:23]=23)=[O:15])C1)=O)(C)(C)C.[Cl:31][C:32]1[CH:33]=C(C=[CH:38][CH:39]=1)CN>>[Cl:31][C:32]1[CH:33]=[C:11]([CH:12]=[CH:38][CH:39]=1)[CH2:10][NH:13][C:14]([C:16]1[S:17][CH:18]=[CH:19][C:20]=1[NH:21][C:22]1[CH:27]=[CH:26][N:25]=[C:24]2[NH:28][CH:29]=[CH:30][C:23]=12)=[O:15]. Procedure: This compound was prepared in an analogous manner as 3-{[3-(1H-Pyrrolo[2,3-b]pyridin-4-ylamino)-thiophene-2-carbonyl]-amino}-pyrrolidine-1-carboxylic acid tert-butyl ester using 3-chlorobenzylamine instead of 1-BOC-3-aminopyrrolidine. LCMS (ESI) 383 (M+H) 1H NMR (400 MHz, DMSO-d6) δ ppm 11.53 (1H, br. s.) 10.27 (1H, s) 8.72 (1H, t, J=5.95 Hz) 8.03 (1H, d, J=5.47 Hz) 7.82 (1H, d, J=5.47 Hz) 7.50 (1H, d, J=5.47 Hz) 7.21-7.41 (5H, m) 6.84 (1H, d, J=5.47 Hz) 6.41 (1H, dd, J=3.51, 1.95 Hz) 4.46 (2H, ... Isolated yield 100.0%. Product: NC=1C=CC(=C2CCC(C12)=O)O (7-amino-4-hydroxyindane-1-one). The reactants are Br (hydrobromic acid), NC=1C=CC(=C2CCC(C12)=O)OC (7-amino-4-methoxyindane-1-one), C([O-])(O)=O.[Na+] (sodium bicarbonate). As a reaction SMILES: Br.C(=O)(O)[O-].[Na+].[NH2:7][C:8]1[CH:9]=[CH:10][C:11]([O:18]C)=[C:12]2[C:16]=1[C:15](=[O:17])[CH2:14][CH2:13]2>>[NH2:7][C:8]1[CH:9]=[CH:10][C:11]([OH:18])=[C:12]2[C:16]=1[C:15](=[O:17])[CH2:14][CH2:13]2 |f:1.2|. Procedure details: To 2.28 g of 7-amino-4-methoxyindane-1-one 110 ml of 47% hydrobromic acid was added and the mixture was heated under reflux for 3.5 hours. The reaction mixture was charged into ice, the mixture was neutralized by adding sodium bicarbonate, and then extracted with ethyl acetate. The organic layer was washed with water and saturated sodium chloride aqueous solution, dried over anhydrous sodium sulfate. The solvent was evaporated to dryness to yield 2.10 g of 7-amino-4-hydroxyindane-1-one. Starting materials: BrC=1C=C2C=3N(C(C(NC3C1)=O)=O)C(CC2)CC(=O)O (9-bromo-5-carboxymethyl-6,7-dihydro-1H, 5H-pyrido[1,2,3-de]quinoxaline-2,3-dione), C(C)(=O)C1=C(N)C=CC=C1 (o-acetylaniline), crude product. Run in C(C)(=O)O.C(C)(=O)OCC (acetic acid ethyl acetate). The product is BrC=1C=C2C=3N(C(C(NC3C1)=O)=O)C(CC2)CC(NC2=C(C=CC=C2)C(C)=O)=O (9-Bromo-5-(o-acetylphenylcarbamoylmethyl)-6,7-dihydro-1H, 5H-pyrido[1,2,3-de]quinoxaline-2,3-dione). Isolated yield 16.4%. As a reaction SMILES: [Br:1][C:2]1[CH:3]=[C:4]2[CH2:16][CH2:15][CH:14]([CH2:17][C:18](O)=[O:19])[N:6]3[C:7](=[O:13])[C:8](=[O:12])[NH:9][C:10]([CH:11]=1)=[C:5]23.[C:21]([C:24]1[CH:30]=[CH:29][CH:28]=[CH:27][C:25]=1[NH2:26])(=[O:23])[CH3:22]>C(O)(=O)C.C(OCC)(=O)C>[Br:1][C:2]1[CH:3]=[C:4]2[CH2:16][CH2:15][CH:14]([CH2:17][C:18](=[O:19])[NH:26][C:25]3[CH:27]=[CH:28][CH:29]=[CH:30][C:24]=3[C:21](=[O:23])[CH3:22])[N:6]3[C:7](=[O:13])[C:8](=[O:12])[NH:9][C:10]([CH:11]=1)=[C:5]23 |f:2.3|. Procedure: A procedure similar to that described in Example 51 was carried out with 9-bromo-5-carboxymethyl-6,7-dihydro-1H, 5H-pyrido[1,2,3-de]quinoxaline-2,3-dione (170 mg, 1 mmol) and o-acetylaniline (90 mg, 0.67 mmol) to give 50 mg of the title compound (21%) after chromatography of the crude product on a silica gel column with 1% acetic acid/ethyl acetate as an eluent: mp>270° C.; 1H NMR (270 MHz, DMSO-d6) δ12.06 (bs, 1H), 11.12 (s, 1H), 8.20 (bd, 1H, J=8.1 Hz), 7.96 (d, 2H, J=8.1 Hz), 7.60 (t, 1H, J=8... The yield is 34.0%. As a reaction SMILES: Br[C:2]1[CH:14]=[CH:13][C:12]2[C:11]3[C:6](=[CH:7][C:8]([Br:15])=[CH:9][CH:10]=3)[C:5]([F:17])([F:16])[C:4]=2[CH:3]=1.C([Sn](CCCC)(CCCC)[C:23]([O:25]CC)=[CH2:24])CCC.C1C(=O)N(Br)C(=O)C1.[N:44]1([C:52]([O:54][C:55]([CH3:58])([CH3:57])[CH3:56])=[O:53])[CH2:51][CH2:50][CH2:49][C@H:45]1[C:46]([OH:48])=[O:47].CCN(C(C)C)C(C)C>O1CCOCC1.C(OCC)(=O)C.CC#N.CN(C=O)C.C1C=CC(P(C2C=CC=CC=2)[C-]2C=CC=C2)=CC=1.C1C=CC(P(C2C=CC=CC=2)[C-]2C=CC=C2)=CC=1.Cl[Pd]Cl.[Fe+2].C1C=CC([P]([Pd]([P](C2C=CC=CC=2)(C2C=CC=CC=2)C2C=CC=CC=2)([P](C2C=CC=CC=2)(C2C=CC=CC=2)C2C=CC=CC=2)[P](C2C=CC=CC=2)(C2C=CC=CC=2)C2C=CC=CC=2)(C2C=CC=CC=2)C2C=CC=CC=2)=CC=1.O>[C:55]([O:54][C:52]([N:44]1[CH2:51][CH2:50][CH2:49][CH:45]1[C:46]([O:48][CH2:24][C:23]([C:2]1[CH:14]=[CH:13][C:12]2[C:11]3[C:6](=[CH:7][C:8]([Br:15])=[CH:9][CH:10]=3)[C:5]([F:17])([F:16])[C:4]=2[CH:3]=1)=[O:25])=[O:47])=[O:53])([CH3:58])([CH3:57])[CH3:56] |f:9.10.11.12,^1:131,133,152,171|. The reactants are N1([C@H](C(=O)O)CCC1)C(=O)OC(C)(C)C (Boc-L-Pro-OH), CCN(C(C)C)C(C)C (DIEA), BrC1=CC=2C(C3=CC(=CC=C3C2C=C1)Br)(F)F (2,7-dibromo-9,9-difluoro-9H-fluorene), C(CCC)[Sn](C(=C)OCC)(CCCC)CCCC (tributyl(1-ethoxyvinyl)tin), C1CC(=O)N(C1=O)Br (NBS). Product: C(C)(C)(C)OC(=O)N1C(CCC1)C(=O)OCC(=O)C1=CC=2C(C3=CC(=CC=C3C2C=C1)Br)(F)F (pyrrolidine-1,2-dicarboxylic acid 2-[2-(7-bromo-9,9-difluoro-9H-fluoren-2-yl)-2-oxo-ethyl]ester 1-tert-butyl ester). Procedure: [1,1′-Bis(diphenylphosphino)ferrocene]dichloropalladium(II)(5%, 82 mg) and tetrakis(triphenylphosphine)palladium (5%, 115 mg) were added to the mixture of 2,7-dibromo-9,9-difluoro-9H-fluorene (720 mg, 3 mmol) and tributyl(1-ethoxyvinyl)tin (1 eq., 0.677 mL) in 12 mL dioxane. The reaction was heated to 70° C. under Argon for 4 hours. The reaction was cooled to room temprature. 3 mL water was added and followed by NBS (1 eq., 356 mg). The reaction was stirred at room temprature overnight. The reac... The reagents and catalysts are C1=CC=C(C=C1)P([C-]2C=CC=C2)C3=CC=CC=C3.C1=CC=C(C=C1)P([C-]2C=CC=C2)C3=CC=CC=C3.Cl[Pd]Cl.[Fe+2] ([1,1′-Bis(diphenylphosphino)ferrocene]dichloropalladium(II)), C=1C=CC(=CC1)[P](C=2C=CC=CC2)(C=3C=CC=CC3)[Pd]([P](C=4C=CC=CC4)(C=5C=CC=CC5)C=6C=CC=CC6)([P](C=7C=CC=CC7)(C=8C=CC=CC8)C=9C=CC=CC9)[P](C=1C=CC=CC1)(C=1C=CC=CC1)C=1C=CC=CC1 (tetrakis(triphenylphosphine)palladium). Run in CCOC(=O)C (EtOAc), O1CCOCC1 (dioxane), O (water), CC#N (MeCN), CN(C)C=O (DMF), C(C)(=O)OCC (ethyl acetate). Conditions: temperature 70 celsius, time 8 hour. Starting materials: O, O=C(O)c1cc(=O)[nH]c(=O)[nH]1, O=S(Cl)Cl. Yields the product O=C(Cl)c1cc(=O)[nH]c(=O)[nH]1. RXN SMILES: [OH2:16].[OH:5][C:6](=[O:7])[c:8]1[cH:9][c:10](=[O:11])[nH:12][c:13](=[O:14])[nH:15]1.[S:1]([Cl:2])([Cl:3])=[O:4]>>[Cl:3][C:6](=[O:5])[c:8]1[cH:9][c:10](=[O:11])[nH:12][c:13](=[O:14])[nH:15]1. The reactants are O=C1CCN(CC1)C(=O)C=1C=C2CCC(NC2=CC1)=O (6-(4-oxo-1-piperidylcarbonyl)-3,4-dihydrocarbostyril), Cl.NO (hydroxylamine.hydrochloride), C(C)(=O)[O-].[Na+] (sodium acetate). The solvent is C(C)O (ethanol), O (water). Yields the product ON=C1CCN(CC1)C(=O)C=1C=C2CCC(NC2=CC1)=O (6-(4-hydroxylimino-1-piperidylcarbonyl)-3,4-dihydrocarbostyril). As a reaction SMILES: O=[C:2]1[CH2:7][CH2:6][N:5]([C:8]([C:10]2[CH:11]=[C:12]3[C:17](=[CH:18][CH:19]=2)[NH:16][C:15](=[O:20])[CH2:14][CH2:13]3)=[O:9])[CH2:4][CH2:3]1.Cl.[NH2:22][OH:23].C([O-])(=O)C.[Na+]>C(O)C.O>[OH:23][N:22]=[C:2]1[CH2:7][CH2:6][N:5]([C:8]([C:10]2[CH:11]=[C:12]3[C:17](=[CH:18][CH:19]=2)[NH:16][C:15](=[O:20])[CH2:14][CH2:13]3)=[O:9])[CH2:4][CH2:3]1 |f:1.2,3.4|. Procedure details: 37 Grams of 6-(4-oxo-1-piperidylcarbonyl)-3,4-dihydrocarbostyril, 30.3 g of hydroxylamine.hydrochloride and 83.5 g of sodium acetate were dissolved in 600 ml of ethanol and 300 ml of water, the mixture was stirred overnight at room temperature. The crystals precipitated were collected by filtration, and recrystallized from ethanol to yield 16 g of 6-(4-hydroxylimino-1-piperidylcarbonyl)-3,4-dihydrocarbostyril. NMR (90 MHz, DMSO-d6)δppm: 2.20-2.63 (6H, m), 2.79-3.02 (2H, m), 3.20-3.68 (5H, m), 6.... Reactants: O=C(n1ccnc1)n1ccnc1, CCOC(=O)c1nn[nH]c1C(=O)c1cc(OC)c(OC)cc1[N+](=O)[O-], CCC=O, CC(C)O. The product is CCOC(=O)c1nn(COC(C)C)nc1C(=O)c1cc(OC)c(OC)cc1[N+](=O)[O-]. RXN SMILES: [C:5]([n:6]1[cH:7][cH:8][n:9][cH:10]1)([n:11]1[cH:12][cH:13][n:14][cH:15]1)=[O:16].[CH3:17][O:18][c:19]1[cH:20][c:21]([N+:39](=[O:40])[O-:41])[c:22]([C:23](=[O:24])[c:25]2[c:26]([C:30](=[O:31])[O:32][CH2:33][CH3:34])[n:27][n:28][nH:29]2)[cH:35][c:36]1[O:37][CH3:38].[CH:1](=[O:2])[CH2:3][CH3:4].[CH:42]([CH3:43])([CH3:44])[OH:45]>>[CH2:1]([n:28]1[n:27][c:26]([C:30](=[O:31])[O:32][CH2:33][CH3:34])[c:25]([C:23]([c:22]2[c:21]([N+:39](=[O:40])[O-:41])[cH:20][c:19]([O:18][CH3:17])[c:36]([O:37][CH3:38])[cH:35]2)=[O:24])[n:29]1)[O:45][CH:42]([CH3:43])[CH3:44]. Reactants: Cc1cccnc1Br, CON(C)C(=O)c1cn(-c2cccc(-c3ccccc3OC(F)(F)F)c2)cn1. Yields the product Cc1cccnc1C(=O)c1cn(-c2cccc(-c3ccccc3OC(F)(F)F)c2)cn1. Reaction SMILES: [Br:29][c:30]1[n:31][cH:32][cH:33][cH:34][c:35]1[CH3:36].[CH3:1][O:2][N:3]([C:4](=[O:5])[c:6]1[n:7][cH:8][n:9](-[c:11]2[cH:12][c:13](-[c:17]3[c:18]([O:23][C:24]([F:25])([F:26])[F:27])[cH:19][cH:20][cH:21][cH:22]3)[cH:14][cH:15][cH:16]2)[cH:10]1)[CH3:28]>>[C:4](=[O:5])([c:6]1[n:7][cH:8][n:9](-[c:11]2[cH:12][c:13](-[c:17]3[c:18]([O:23][C:24]([F:25])([F:26])[F:27])[cH:19][cH:20][cH:21][cH:22]3)[cH:14][cH:15][cH:16]2)[cH:10]1)[c:30]1[n:31][cH:32][cH:33][cH:34][c:35]1[CH3:36].